Dataset: the Open Reaction Database (ORD), a public repository of structured organic reaction records. Task: describe an organic reaction: reactants, conditions, products, and yield The reactants are ClC1=C(C=CC(=C1Cl)O)CCC(=O)C=1SC(=CC1)C1=CC=C(C=C1)OC(F)(F)F (3-(2,3-dichloro-4-hydroxyphenyl)-1-(5-(4-(trifluoromethoxy)phenyl)thien-2-yl)propan-1-one), BrC(C(=O)OC(C)(C)C)(C)C (tert-butyl bromoisobutyrate). The product is ClC1=C(OC(C(=O)OC(C)(C)C)(C)C)C=CC(=C1Cl)CCC(C=1SC(=CC1)C1=CC=C(C=C1)OC(F)(F)F)=O (Tert-butyl 2-(2,3-dichloro-4-(3-oxo-3-(5-(4-(trifluoromethoxy)phenyl)thien-2-yl)propyl)-phenoxy)-2-methylpropanoate). Reaction SMILES: [Cl:1][C:2]1[C:7]([Cl:8])=[C:6]([OH:9])[CH:5]=[CH:4][C:3]=1[CH2:10][CH2:11][C:12]([C:14]1[S:15][C:16]([C:19]2[CH:24]=[CH:23][C:22]([O:25][C:26]([F:29])([F:28])[F:27])=[CH:21][CH:20]=2)=[CH:17][CH:18]=1)=[O:13].Br[C:31]([CH3:40])([CH3:39])[C:32]([O:34][C:35]([CH3:38])([CH3:37])[CH3:36])=[O:33]>>[Cl:8][C:7]1[C:2]([Cl:1])=[C:3]([CH2:10][CH2:11][C:12](=[O:13])[C:14]2[S:15][C:16]([C:19]3[CH:24]=[CH:23][C:22]([O:25][C:26]([F:28])([F:29])[F:27])=[CH:21][CH:20]=3)=[CH:17][CH:18]=2)[CH:4]=[CH:5][C:6]=1[O:9][C:31]([CH3:40])([CH3:39])[C:32]([O:34][C:35]([CH3:38])([CH3:37])[CH3:36])=[O:33]. Procedure: Tert-butyl 2-(2,3-dichloro-4-(3-oxo-3-(5-(4-(trifluoromethoxy)phenyl)thien-2-yl)propyl)-phenoxy)-2-methylpropanoate is prepared from 3-(2,3-dichloro-4-hydroxyphenyl)-1-(5-(4-(trifluoromethoxy)phenyl)thien-2-yl)propan-1-one and tert-butyl bromoisobutyrate according to general procedure D. Run at time 3 day. The product is C(C)OC(=S)SCCCCCCCCCCOC1=CC=C(C(=O)OC2=CC=C(C=C2)C=O)C=C1 (4-Formylphenyl 4-(10-(ethoxycarbonothioylthio)decyloxy)benzoate). Reported procedure: p-Hydroxybenzaldehyde (0.37 g, 3.0 mmol), 8 (1.2 g, 3.0 mmol), and DMAP (0.04 g, 0.3 mmol) were dissolved in 300 mL of CH2Cl2. DCC (1.24 g, 6.0 mmol) was added to reaction flask which was stirred at room temperature for three days. The solvent was removed under reduced pressure, and the residue purified using column chromatography (CH2Cl2:EtOH, 10:0.05). The product was then recrystallized from ethanol. Yield 0.3 g (20%). 1HNMR: δH (CDCl3; 300 MHz): 1.24-1.52 (15 H, m, CH2/O—CH2—CH3), 1.69 (2 H,... Reactants: OC1=CC=C(C=O)C=C1 (p-Hydroxybenzaldehyde), C(C)OC(=S)SCCCCCCCCCCOC1=CC=C(C(=O)O)C=C1 (4-(10-(Ethoxycarbonothioylthio)decyloxy)benzoic acid), C1CCC(CC1)N=C=NC2CCCCC2 (DCC). Reaction SMILES: O[C:2]1[CH:9]=[CH:8][C:5]([CH:6]=[O:7])=[CH:4][CH:3]=1.[CH2:10]([O:12][C:13]([S:15][CH2:16][CH2:17][CH2:18][CH2:19][CH2:20][CH2:21][CH2:22][CH2:23][CH2:24][CH2:25][O:26][C:27]1[CH:35]=[CH:34][C:30]([C:31]([OH:33])=[O:32])=[CH:29][CH:28]=1)=[S:14])[CH3:11].C1CCC(N=C=NC2CCCCC2)CC1>CN(C1C=CN=CC=1)C.C(Cl)Cl>[CH2:10]([O:12][C:13]([S:15][CH2:16][CH2:17][CH2:18][CH2:19][CH2:20][CH2:21][CH2:22][CH2:23][CH2:24][CH2:25][O:26][C:27]1[CH:28]=[CH:29][C:30]([C:31]([O:33][C:2]2[CH:9]=[CH:8][C:5]([CH:6]=[O:7])=[CH:4][CH:3]=2)=[O:32])=[CH:34][CH:35]=1)=[S:14])[CH3:11]. The reagents and catalysts are CN(C)C=1C=CN=CC1 (DMAP). Solvent: C(Cl)Cl (CH2Cl2). RXN SMILES: [CH:11]1([CH2:14][NH2:15])[CH2:12][CH2:13]1.[Cl:16][CH2:17][CH2:18][N:19]=[C:20]=[O:21].[O:1]=[CH:2][CH:3]([OH:4])[CH:5]([OH:6])[CH:7]([OH:8])[CH2:9][OH:10]>>[CH:2]1([N:15]([CH2:14][CH:11]2[CH2:12][CH2:13]2)[C:20]([NH:19][CH2:18][CH2:17][Cl:16])=[O:21])[CH:3]([OH:4])[CH:5]([OH:6])[CH:7]([CH2:9][OH:10])[O:8]1. Reactants: NCC1CC1, O=C=NCCCl, O=CC(O)C(O)C(O)CO. Yields the product O=C(NCCCl)N(CC1CC1)C1OC(CO)C(O)C1O. Starting materials: FC=1C=C(C=CC1)NS(=O)(=O)C=1C=C(C(=O)OCC)C=CC1 (ethyl 3-{[(3-fluorophenyl)amino]sulfonyl}benzoate), C(C)O (ethanol), [OH-].[Na+] (NaOH). The solvent is O (water). Run at time 1 hour. Product: FC=1C=C(C=CC1)NS(=O)(=O)C=1C=C(C(=O)O)C=CC1 (3-{[(3-fluorophenyl)amino]sulfonyl}benzoic acid). Reaction SMILES: [F:1][C:2]1[CH:3]=[C:4]([NH:8][S:9]([C:12]2[CH:13]=[C:14]([CH:20]=[CH:21][CH:22]=2)[C:15]([O:17]CC)=[O:16])(=[O:11])=[O:10])[CH:5]=[CH:6][CH:7]=1.C(O)C.[OH-].[Na+]>O>[F:1][C:2]1[CH:3]=[C:4]([NH:8][S:9]([C:12]2[CH:13]=[C:14]([CH:20]=[CH:21][CH:22]=2)[C:15]([OH:17])=[O:16])(=[O:10])=[O:11])[CH:5]=[CH:6][CH:7]=1 |f:2.3|. Reported procedure: To the product of Step A was added ethanol (6.4 mL) followed by a solution of NaOH (0.483 g, 12.1 mmol) in water (6.4 mL). The reaction was stirred at ambient temperature for 1 hour. To the mixture was added 1 NHCl (22.8 mL), and the mixture stirred at ambient temperature overnight. The solids were collected by filtration, washed with water (2×4 mL) and dried in a vacuum oven at 45° C. overnights to give 3-{[(3-fluorophenyl)amino]sulfonyl}benzoic acid: 1H NMR (400 MHz, DMSO-d6) δ ppm 13.51 (bs, ... Starting materials: CO (methanol), N1=C(C=CC=C1)C1=C2C=CC(C(=C3C=CC(=C(C=4C=CC(=C(C5=CC=C1N5)C5=NC=CC=C5)N4)C4=NC=CC=C4)N3)C3=NC=CC=C3)=N2 (tetrakis(2-pyridyl)porphyrin), C12=CC=C(N1)C=C1C=CC(=N1)C=C1C=CC(N1)=CC=1C=CC(N1)=C2 (porphyrin), CO (methanol), C(Cl)(Cl)Cl (CHCl3). The solvent is C(C=C)Br (allyl bromide). Run at temperature 100 celsius. Product: C(C=C)C=1C(=NC=CC1)C1=C2C=CC(C(=C3C=CC(=C(C=4C=CC(=C(C5=CC=C1N5)C5=NC=CC=C5CC=C)N4)C4=NC=CC=C4CC=C)N3)C3=NC=CC=C3CC=C)=N2 (Tetrakis (allyl-2-pyridyl)porphyrin). The yield is 78.0%. RXN SMILES: [N:1]1[CH:6]=[CH:5][CH:4]=[CH:3][C:2]=1[C:7]1[C:26]2[NH:27][C:23](=[CH:24][CH:25]=2)[C:22]([C:28]2[CH:33]=[CH:32][CH:31]=[CH:30][N:29]=2)=[C:21]2[N:34]=[C:18]([CH:19]=[CH:20]2)[C:17]([C:35]2[CH:40]=[CH:39][CH:38]=[CH:37][N:36]=2)=[C:16]2[NH:41][C:13]([CH:14]=[CH:15]2)=[C:12]([C:42]2[CH:47]=[CH:46][CH:45]=[CH:44][N:43]=2)[C:11]2=[N:48][C:8]=1[CH:9]=[CH:10]2.[C:49]12[CH:72]=C3N=C(C=C3)C=C3NC(C=C3)=CC3=NC(C=C3)=CC(N1)=C[CH:50]=2.CO.C(Cl)(Cl)Cl>C(Br)C=C>[CH2:7]([C:33]1[C:28]([C:22]2[C:23]3[NH:27][C:26](=[CH:25][CH:24]=3)[C:7]([C:2]3[C:3]([CH2:6][CH:5]=[CH2:4])=[CH:4][CH:5]=[CH:6][N:1]=3)=[C:8]3[N:48]=[C:11]([CH:10]=[CH:9]3)[C:12]([C:42]3[C:47]([CH2:72][CH:49]=[CH2:50])=[CH:46][CH:45]=[CH:44][N:43]=3)=[C:13]3[NH:41][C:16]([CH:15]=[CH:14]3)=[C:17]([C:35]3[C:40]([CH2:10][CH:9]=[CH2:8])=[CH:39][CH:38]=[CH:37][N:36]=3)[C:18]3=[N:34][C:21]=2[CH:20]=[CH:19]3)=[N:29][CH:30]=[CH:31][CH:32]=1)[CH:2]=[CH2:3]. Procedure: In an oven-dried flask under argon, 100 mg tetrakis(2-pyridyl)porphyrin (2-PyP) was dissolved in 5 mL allyl bromide, and reaction was heated at 100° C. for 16 hours. The reaction mixture was heated at 100° C. for 8 hours. Two methods were used to monitor the completion of the reaction. First, the shift of the porphyrin Soret band from λmax=412 nm (methanol) to λmax=418 nm (methanol) was monitored. A second method involved partition of an aliquot of the reaction mixture between H2O and CHCl3 wher... Starting materials: Cc1ccc(O)c(C)n1, CN(C)c1ccncc1, COc1cc2nccc(Cl)c2cc1OC, Clc1ccccc1Cl. Yields the product COc1cc2nccc(Oc3ccc(C)nc3C)c2cc1OC. RXN SMILES: [CH3:1][c:2]1[n:3][c:4]([CH3:9])[cH:5][cH:6][c:7]1[OH:8].[CH3:25][N:26]([c:27]1[cH:28][cH:29][n:30][cH:31][cH:32]1)[CH3:33].[Cl:10][c:11]1[cH:12][cH:13][n:14][c:15]2[cH:16][c:17]([O:23][CH3:24])[c:18]([O:21][CH3:22])[cH:19][c:20]12.[Cl:34][c:35]1[c:36]([Cl:37])[cH:38][cH:39][cH:40][cH:41]1>>[CH3:1][c:2]1[n:3][c:4]([CH3:9])[cH:5][cH:6][c:7]1[O:8][c:11]1[cH:12][cH:13][n:14][c:15]2[cH:16][c:17]([O:23][CH3:24])[c:18]([O:21][CH3:22])[cH:19][c:20]12. The reactants are C(C)(=O)C1=NC(=CC=C1)C(C)=O (2,6-Diacetylpyridine), FC1=C(N)C(=CC=C1)F (2,6-difluoroaniline). The solvent is C1(=CC=CC=C1)C (toluene). The product is FC1=C(C(=CC=C1)F)N=C(C)C1=NC(=CC=C1)C(C)=NC1=C(C=CC=C1F)F (2,6-bis-[1-(2,6-difluorophenylimino) ethyl] pyridine). Procedure details: 2,6-Diacetylpyridine (1.76 g, 10.8 mmol) and 2,6-difluoroaniline (2.94 g, 22.8 mmol) were dissolved in 50 ml of toluene. To this solution, 4 Å molecular sieves were added. After standing for 3 days, with addition of more 4 Å molecular sieves the mixture was filtered. The solvent was removed in vacuo. The residue was crystallised from ethanol. Yield of 4: 1 g (24%). 1H-NMR (CDCl3) δ 8.44 (d, 2H, Py-Hm), 7.90 (t, 1H, Py-Hp), 7.05 (m, 2H, ArH) 6.96 (m, 4H, ArH), 2.44 (s, 6H, Me). 19F-NMR (CDCl3) δ ... RXN SMILES: [C:1]([C:4]1[CH:9]=[CH:8][CH:7]=[C:6]([C:10](=O)[CH3:11])[N:5]=1)(=O)[CH3:2].[F:13][C:14]1[CH:20]=[CH:19][CH:18]=[C:17]([F:21])[C:15]=1[NH2:16]>C1(C)C=CC=CC=1>[F:13][C:14]1[CH:20]=[CH:19][CH:18]=[C:17]([F:21])[C:15]=1[N:16]=[C:1]([C:4]1[CH:9]=[CH:8][CH:7]=[C:6]([C:10](=[N:16][C:15]2[C:14]([F:13])=[CH:20][CH:19]=[CH:18][C:17]=2[F:21])[CH3:11])[N:5]=1)[CH3:2]. The reactants are [N+](=O)([O-])C=1C=C(C(=CC1[N+](=O)[O-])N)N (4,5-Dinitro-benzene-1,2-diamine), C([O-])(O)=O.[Na+] (sodium bicarbonate), FC(C(C(=O)O)O)(F)F (3,3,3-trifluoro-2-hydroxy-propionic acid), Cl (HCl). Run in O (water), O (water), C(C)(=O)OCC (ethyl acetate). Reaction conditions: temperature 108 celsius. Yields the product [N+](=O)([O-])C1=CC2=C(NC(=N2)C(C(F)(F)F)O)C=C1[N+](=O)[O-] (1-(5,6-Dinitro-1H-benzoimidazol-2-yl-)2,2,2-trifluoro-ethanol). As a reaction SMILES: [N+:1]([C:4]1[CH:5]=[C:6]([NH2:14])[C:7]([NH2:13])=[CH:8][C:9]=1[N+:10]([O-:12])=[O:11])([O-:3])=[O:2].[F:15][C:16]([F:23])([F:22])[CH:17]([OH:21])[C:18](O)=O.Cl.C(=O)(O)[O-].[Na+]>O.C(OCC)(=O)C>[N+:1]([C:4]1[C:9]([N+:10]([O-:12])=[O:11])=[CH:8][C:7]2[NH:13][C:18]([CH:17]([OH:21])[C:16]([F:23])([F:22])[F:15])=[N:14][C:6]=2[CH:5]=1)([O-:3])=[O:2] |f:3.4|. Reported procedure: 4,5-Dinitro-benzene-1,2-diamine (2.01 g; 10.2 mmoles) and 3,3,3-trifluoro-2-hydroxy-propionic acid (2.22 g; 15.4 mmoles) were suspended in 6N HCl (5 mL; 30 mmoles) and water (4 mL) under a nitrogen atmosphere. The reaction was stirred vigorously and heated to 108° C. for 18 hrs, then cooled to room temperature. The reaction was diluted with water (40 mL) and with ethyl acetate (40 mL), then sodium bicarbonate (3.79 g; 45.0 mmoles) was added slowly and in portions to quench the reaction. The aque... The reactants are CCOC(=O)c1nc(C)n2c1CN=C(c1ccccc1)c1cc([N+](=O)[O-])ccc1-2, CO, [K+], [OH-], O. The product is Cc1nc(C(=O)O)c2n1-c1ccc([N+](=O)[O-])cc1C(c1ccccc1)=NC2. RXN SMILES: [CH2:1]([CH3:2])[O:3][C:4](=[O:5])[c:6]1[n:7][c:8]([CH3:29])[n:9]2[c:10]1[CH2:11][N:12]=[C:13]([c:23]1[cH:24][cH:25][cH:26][cH:27][cH:28]1)[c:14]1[c:15]-2[cH:16][cH:17][c:18]([N+:20](=[O:21])[O-:22])[cH:19]1.[CH3:30][OH:31].[K+:33].[OH-:32].[OH2:34]>>[O:3]=[C:4]([OH:5])[c:6]1[n:7][c:8]([CH3:29])[n:9]2[c:10]1[CH2:11][N:12]=[C:13]([c:23]1[cH:24][cH:25][cH:26][cH:27][cH:28]1)[c:14]1[c:15]-2[cH:16][cH:17][c:18]([N+:20](=[O:21])[O-:22])[cH:19]1. Reactants: [BH4-], CO, CC1(C)N=C(c2ccc(N)cc2)CC1c1ccncc1, [Na+]. Product: CC1(C)NC(c2ccc(N)cc2)CC1c1ccncc1. As a reaction SMILES: [BH4-:1].[CH3:23][OH:24].[NH2:3][c:4]1[cH:5][cH:6][c:7]([C:10]2=[N:11][C:12]([CH3:21])([CH3:22])[CH:13]([c:15]3[cH:16][cH:17][n:18][cH:19][cH:20]3)[CH2:14]2)[cH:8][cH:9]1.[Na+:2]>>[NH2:3][c:4]1[cH:5][cH:6][c:7]([CH:10]2[NH:11][C:12]([CH3:21])([CH3:22])[CH:13]([c:15]3[cH:16][cH:17][n:18][cH:19][cH:20]3)[CH2:14]2)[cH:8][cH:9]1.